describe an organic reaction: reactants, conditions, products, and yield From a dataset of the Open Reaction Database (ORD), a public repository of structured organic reaction records. The reactants are CS(=O)(=O)OCC1CN(C(c2ccccc2)c2ccccc2)C1, CN(C)C=O, O=S([O-])c1ccccc1F, [I-], [Na+], [Na+]. Yields the product O=S(=O)(CC1CN(C(c2ccccc2)c2ccccc2)C1)c1ccccc1F. As a reaction SMILES: [CH3:1][S:2]([O:3][CH2:6][CH:7]1[CH2:8][N:9]([CH:11]([c:12]2[cH:13][cH:14][cH:15][cH:16][cH:17]2)[c:18]2[cH:19][cH:20][cH:21][cH:22][cH:23]2)[CH2:10]1)(=[O:4])=[O:5].[CH3:37][N:38]([CH3:39])[CH:40]=[O:41].[F:24][c:25]1[c:26]([S:31](=[O:32])[O-:33])[cH:27][cH:28][cH:29][cH:30]1.[I-:36].[Na+:34].[Na+:35]>>[CH2:6]([CH:7]1[CH2:8][N:9]([CH:11]([c:12]2[cH:13][cH:14][cH:15][cH:16][cH:17]2)[c:18]2[cH:19][cH:20][cH:21][cH:22][cH:23]2)[CH2:10]1)[S:31]([c:26]1[c:25]([F:24])[cH:30][cH:29][cH:28][cH:27]1)(=[O:32])=[O:33]. The reactants are CO, O=C(O)c1c[nH]c2ncnc(Cl)c12, C#Cc1cccc(N)c1. Product: C#Cc1cccc(Nc2ncnc3[nH]cc(C(=O)O)c23)c1. Reaction SMILES: [CH3:23][OH:24].[Cl:1][c:2]1[c:3]2[c:4]([n:5][cH:6][n:7]1)[nH:8][cH:9][c:10]2[C:11](=[O:12])[OH:13].[NH2:14][c:15]1[cH:16][c:17]([C:21]#[CH:22])[cH:18][cH:19][cH:20]1>>[c:2]1([NH:14][c:15]2[cH:16][c:17]([C:21]#[CH:22])[cH:18][cH:19][cH:20]2)[c:3]2[c:4]([n:5][cH:6][n:7]1)[nH:8][cH:9][c:10]2[C:11](=[O:12])[OH:13]. Starting materials: C(C1=CC=CC=C1)N1CC(C=2C(C3=C(NC2C1)CCC3=O)C3=CC(=C(C=C3)F)Br)=O (2-benzyl-5-(3-bromo-4-fluoropheyl)-2,3,5,7,8,9-hexahydro-1H-cyclopenta[b][1,7]naphthyridine-4,6-dione), ClC(=O)OC1CC(CCC1C(C)(C)C1=CC=CC=C1)C (8-phenylmenthol chloroformate), carbamates, C1(=CC=CC=C1)C(C1C(CC(CC1)C)O)(C)C ((−)-8-phenylmenthol). Run in C1CCOC1 (THF), C1CCOC1 (THF). Conditions: time 3 day. Product: BrC=1C=C(C=CC1F)C1C2=C(NC=3CN(CC(C13)=O)C(=O)O[C@H]1[C@@H](CC[C@H](C1)C)C(C)(C1=CC=CC=C1)C)CCC2=O ((1R, 2S, 5R)-5-methyl-2-(1-methyl-1-phenylethyl)cyclohexyl 5-(3-bromo-4-fluorophenyl)-4,6-dioxo-1,3,4,5,6,7,8,9-octahydro-2H-cyclopenta[b][1,7]naphthyridine-2-carboxylate). As a reaction SMILES: C([N:8]1[CH2:17][C:16]2[NH:15][C:14]3[CH2:18][CH2:19][C:20](=[O:21])[C:13]=3[CH:12]([C:22]3[CH:27]=[CH:26][C:25]([F:28])=[C:24]([Br:29])[CH:23]=3)[C:11]=2[C:10](=[O:30])[CH2:9]1)C1C=CC=CC=1.Cl[C:32]([O:34][CH:35]1[CH:40]([C:41]([C:44]2[CH:49]=[CH:48][CH:47]=[CH:46][CH:45]=2)([CH3:43])[CH3:42])[CH2:39][CH2:38][CH:37]([CH3:50])[CH2:36]1)=[O:33].C1(C(C)(C)C2CCC(C)CC2O)C=CC=CC=1>C1COCC1>[Br:29][C:24]1[CH:23]=[C:22]([CH:12]2[C:11]3[C:10](=[O:30])[CH2:9][N:8]([C:32]([O:34][C@@H:35]4[CH2:36][C@H:37]([CH3:50])[CH2:38][CH2:39][C@H:40]4[C:41]([CH3:42])([C:44]4[CH:49]=[CH:48][CH:47]=[CH:46][CH:45]=4)[CH3:43])=[O:33])[CH2:17][C:16]=3[NH:15][C:14]3[CH2:18][CH2:19][C:20](=[O:21])[C:13]2=3)[CH:27]=[CH:26][C:25]=1[F:28]. Procedure details: A solution of the product from Example 5A (1.9 g, 4.0 mmol) in THF (30 mL) was treated with 8-phenylmenthol chloroformate prepared from (−)-8-phenylmenthol as described in (Yamamoto, Y., J.Amer.Chem.Soc. (1992), 114, 121-125) (1.45 g, 4.92 mmol) in THF (10 mL), stirred for 3 days at ambient temperature and partitioned between aqueous sodium bicarbonate and methylene chloride. The organic layer was separated, dried with sodium sulfate, filtered and concentrated to provide a mixture of diastereome... Reactants: C(C)(=O)[O-].[NH4+] (ammonium acetate), CC=1N(C2=C(C(=NC(=C2C)C)OC2=CC=CC=C2)N1)CCNC(OC(C)(C)C)=O (tert-butyl 2-(2,6,7-trimethyl-4-phenoxy-1H-imidazo[4,5-c]pyridin-1-yl)ethylcarbamate), Cl (hydrochloric acid). Run in C(C)(C)O (isopropanol), C(C)OCC (diethyl ether). Conditions: temperature 160 celsius. Product: Cl.NC1=NC(=C(C2=C1N=C(N2CCNC(C)=O)C)C)C (N-[2-(4-amino-2,6,7-trimethyl-1H-imidazo[4,5-c]pyridin-1-yl)ethyl]acetamide hydrochloride). RXN SMILES: [C:1]([O-:4])(=O)[CH3:2].[NH4+:5].[CH3:6][C:7]1[N:8]([CH2:25][CH2:26][NH:27]C(=O)OC(C)(C)C)[C:9]2[C:14]([CH3:15])=[C:13]([CH3:16])[N:12]=[C:11](OC3C=CC=CC=3)[C:10]=2[N:24]=1.[ClH:35]>C(O)(C)C.C(OCC)C>[ClH:35].[NH2:5][C:11]1[C:10]2[N:24]=[C:7]([CH3:6])[N:8]([CH2:25][CH2:26][NH:27][C:1](=[O:4])[CH3:2])[C:9]=2[C:14]([CH3:15])=[C:13]([CH3:16])[N:12]=1 |f:0.1,6.7|. Reported procedure: A mixture of ammonium acetate (95 g) and tert-butyl 2-(2,6,7-trimethyl-4-phenoxy-1H-imidazo[4,5-c]pyridin-1-yl)ethylcarbamate (9.5 g) was heated at 160° C. in a sealed tube for 24 hours. The reaction mixture was allowed to cool to ambient temperature and then it was partitioned between water and chloroform. The aqueous layer was made basic (pH 13) with 50% sodium hydroxide and then extracted with chloroform (10×400 mL). The combined organics were dried over magnesium sulfate and then concentrate... The reagents and catalysts are C1=CC=C(C=C1)P([C-]2C=CC=C2)C3=CC=CC=C3.C1=CC=C(C=C1)P([C-]2C=CC=C2)C3=CC=CC=C3.Cl[Pd]Cl.[Fe+2] (Pd(dppf)Cl2). The reactants are BrC=1C=C(C=2C=NN(C2C1)C)N (6-Bromo-1-methyl-1H-indazol-4-amine), CC1=CC=C(C=C1)S(=O)(=O)N1C=CC=2C1=NC=CC2B(O)O ({1-[(4-methylphenyl)sulfonyl]-1H-pyrrolo[2,3-b]pyridin-4-yl}boronic acid), P(=O)([O-])([O-])[O-].[K+].[K+].[K+] (tripotassium phosphate), O1CCOCC1 (1,4-dioxane). Yields the product CN1N=CC=2C(=CC(=CC12)C1=C2C(=NC=C1)N(C=C2)S(=O)(=O)C2=CC=C(C=C2)C)N (1-Methyl-6-{1-[(4-methylphenyl)sulfonyl]-1H-pyrrolo[2,3-b]pyridin-4-yl}-1H-indazol-4-amine). Run at temperature 100 celsius. Reported procedure: 6-Bromo-1-methyl-1H-indazol-4-amine (300 mg), {1-[(4-methylphenyl)sulfonyl]-1H-pyrrolo[2,3-b]pyridin-4-yl}boronic acid (482 mg), tripotassium phosphate (845 mg) and Pd(dppf)Cl2 (97 mg) were added to 1,4-dioxane (7 ml) and water (3.5 ml). The reaction mixture was heated in the microwave at 100° C. for 15 min. After this time the reaction mixture was partitioned between water (20 ml) and DCM (20 ml). The organic layer was extracted then put through hydrophobic frits. The solvent was removed to aff... Reaction SMILES: Br[C:2]1[CH:3]=[C:4]([NH2:12])[C:5]2[CH:6]=[N:7][N:8]([CH3:11])[C:9]=2[CH:10]=1.[CH3:13][C:14]1[CH:19]=[CH:18][C:17]([S:20]([N:23]2[C:27]3=[N:28][CH:29]=[CH:30][C:31](B(O)O)=[C:26]3[CH:25]=[CH:24]2)(=[O:22])=[O:21])=[CH:16][CH:15]=1.P([O-])([O-])([O-])=O.[K+].[K+].[K+].O1CCOCC1>C1C=CC(P(C2C=CC=CC=2)[C-]2C=CC=C2)=CC=1.C1C=CC(P(C2C=CC=CC=2)[C-]2C=CC=C2)=CC=1.Cl[Pd]Cl.[Fe+2].O>[CH3:11][N:8]1[C:9]2[CH:10]=[C:2]([C:31]3[CH:30]=[CH:29][N:28]=[C:27]4[N:23]([S:20]([C:17]5[CH:18]=[CH:19][C:14]([CH3:13])=[CH:15][CH:16]=5)(=[O:21])=[O:22])[CH:24]=[CH:25][C:26]=34)[CH:3]=[C:4]([NH2:12])[C:5]=2[CH:6]=[N:7]1 |f:2.3.4.5,7.8.9.10|. Solvent: O (water). Starting materials: C(#N)C1CN(CCC1)C(=O)OC(C)(C)C (tert-butyl 3-cyanopiperidine-1-carboxylate), Cl (HCl). Solvent: O1CCOCC1 (1,4-dioxane). Run at temperature 0 celsius, time 2 hour. Product: Cl.N1CC(CCC1)C#N (piperidine-3-carbonitrile hydrochloride). Yield: 48.0%. RXN SMILES: [C:1]([CH:3]1[CH2:8][CH2:7][CH2:6][N:5](C(OC(C)(C)C)=O)[CH2:4]1)#[N:2].[ClH:16]>O1CCOCC1>[ClH:16].[NH:5]1[CH2:6][CH2:7][CH2:8][CH:3]([C:1]#[N:2])[CH2:4]1 |f:3.4|. Procedure details: A 250-mL 3-necked round-bottomed flask was charged with tert-butyl 3-cyanopiperidine-1-carboxylate (5.8 g, 27.07 mmol, 1.00 equiv, 98%) in 1,4-dioxane (60 mL). The mixture was cooled down to at 0° C. and treated with HCl (g). The mixture was stirred for 2 hours at 0° C. resulting in a precipitate that was collected by filtration to afford piperidine-3-carbonitrile hydrochloride as white solid (1.9 g, 48%). Reactants: C1CCC(CC1)N=C=NC2CCCCC2 (DCC), N([C@@H](CC1=CC=C(C=C1)OC(C)(C)C)C(=O)O)C(=O)OCC1C2=CC=CC=C2C2=CC=CC=C12 (Fmoc-Tyr(tBu)-OH), N[C@@H](CSC(C1=CC=CC=C1)(C1=CC=CC=C1)C1=CC=CC=C1)C(=O)N[C@@H](CC(N)=O)C(=O)OC(C)(C)C (H-Cys(Trt)-Asn-OtBu), C=1C=CC2=C(C1)N=NN2O (HOBT). Run in CN(C=O)C (dimethylformamide). Reaction conditions: temperature 0 celsius, time 1 hour. Product: N([C@@H](CC1=CC=C(C=C1)OC(C)(C)C)C(=O)N[C@@H](CSC(C1=CC=CC=C1)(C1=CC=CC=C1)C1=CC=CC=C1)C(=O)N[C@@H](CC(N)=O)C(=O)OC(C)(C)C)C(=O)OCC1C2=CC=CC=C2C2=CC=CC=C12 (Fmoc-Tyr(tBu)-Cys(Trt)-Asn-OtBu). Reaction SMILES: C1CCC(N=C=NC2CCCCC2)CC1.[NH:16]([C:33]([O:35][CH2:36][CH:37]1[C:49]2[C:44](=[CH:45][CH:46]=[CH:47][CH:48]=2)[C:43]2[C:38]1=[CH:39][CH:40]=[CH:41][CH:42]=2)=[O:34])[C@H:17]([C:30](O)=[O:31])[CH2:18][C:19]1[CH:24]=[CH:23][C:22]([O:25][C:26]([CH3:29])([CH3:28])[CH3:27])=[CH:21][CH:20]=1.[NH2:50][C@H:51]([C:73]([NH:75][C@H:76]([C:81]([O:83][C:84]([CH3:87])([CH3:86])[CH3:85])=[O:82])[CH2:77][C:78](=[O:80])[NH2:79])=[O:74])[CH2:52][S:53][C:54]([C:67]1[CH:72]=[CH:71][CH:70]=[CH:69][CH:68]=1)([C:61]1[CH:66]=[CH:65][CH:64]=[CH:63][CH:62]=1)[C:55]1[CH:60]=[CH:59][CH:58]=[CH:57][CH:56]=1.C1C=CC2N(O)N=NC=2C=1>CN(C)C=O>[NH:16]([C:33]([O:35][CH2:36][CH:37]1[C:49]2[C:44](=[CH:45][CH:46]=[CH:47][CH:48]=2)[C:43]2[C:38]1=[CH:39][CH:40]=[CH:41][CH:42]=2)=[O:34])[C@H:17]([C:30]([NH:50][C@H:51]([C:73]([NH:75][C@H:76]([C:81]([O:83][C:84]([CH3:87])([CH3:86])[CH3:85])=[O:82])[CH2:77][C:78](=[O:80])[NH2:79])=[O:74])[CH2:52][S:53][C:54]([C:61]1[CH:62]=[CH:63][CH:64]=[CH:65][CH:66]=1)([C:67]1[CH:72]=[CH:71][CH:70]=[CH:69][CH:68]=1)[C:55]1[CH:56]=[CH:57][CH:58]=[CH:59][CH:60]=1)=[O:31])[CH2:18][C:19]1[CH:20]=[CH:21][C:22]([O:25][C:26]([CH3:28])([CH3:27])[CH3:29])=[CH:23][CH:24]=1. Procedure: 1.63 g of DCC are added to a stirred solution of 3.4 g of Fmoc-Tyr(tBu)-OH, 3.95 g (7.4 mmol) of H-Cys(Trt)-Asn-OtBu (Liebigs Ann. Chem. 1979, 242) and 1 g of HOBT in 50 ml of dimethylformamide at 0° C., and the mixture is left to stir at 0° C. for 1 h and to stand at room temperature overnight. The next day, the precipitate is filtered off with suction and the filtrate is concentrated. The residue is triturated with ethyl acetate. Yield 2.83 g. A further 3.63 g can be isolated from the mother l... Reactants: CCOC(C)=O, CCCOc1ccc2c(n1)OCCN(C(=O)OC(C)(C)C)C2, Cl. Product: CCCOc1ccc2c(n1)OCCNC2, Cl. As a reaction SMILES: [C:23]([O:24][CH2:25][CH3:26])(=[O:27])[CH3:28].[CH2:1]([CH2:2][CH3:3])[O:4][c:5]1[cH:6][cH:7][c:8]2[c:14]([n:15]1)[O:13][CH2:12][CH2:11][N:10]([C:16]([O:17][C:18]([CH3:19])([CH3:20])[CH3:21])=[O:22])[CH2:9]2.[ClH:29]>>[CH2:1]([CH2:2][CH3:3])[O:4][c:5]1[cH:6][cH:7][c:8]2[c:14]([n:15]1)[O:13][CH2:12][CH2:11][NH:10][CH2:9]2.[ClH:29].